Dataset: the Open Reaction Database (ORD), a public repository of structured organic reaction records. Task: describe an organic reaction: reactants, conditions, products, and yield The reactants are CN(C)C=O, CC[Si](CC)(CC)c1cc(CN)co1, O=C=Nc1ccccc1, CCCCCCCCCCCCC(O)c1ccoc1[Si](CC)(CC)CC. Yields the product CCCCCCCCCCCCC(OC(=O)Nc1ccccc1)c1ccoc1[Si](CC)(CC)CC. Reaction SMILES: [CH3:50][N:51]([CH3:52])[CH:53]=[O:54].[NH2:36][CH2:37][c:38]1[cH:39][c:40]([Si:41]([CH2:42][CH3:43])([CH2:44][CH3:45])[CH2:46][CH3:47])[o:48][cH:49]1.[O:27]=[C:28]=[N:29][c:30]1[cH:31][cH:32][cH:33][cH:34][cH:35]1.[OH:1][CH:2]([CH2:3][CH2:4][CH2:5][CH2:6][CH2:7][CH2:8][CH2:9][CH2:10][CH2:11][CH2:12][CH2:13][CH3:14])[c:15]1[c:16]([Si:20]([CH2:21][CH3:22])([CH2:23][CH3:24])[CH2:25][CH3:26])[o:17][cH:18][cH:19]1>>[O:1]([CH:2]([CH2:3][CH2:4][CH2:5][CH2:6][CH2:7][CH2:8][CH2:9][CH2:10][CH2:11][CH2:12][CH2:13][CH3:14])[c:15]1[c:16]([Si:20]([CH2:21][CH3:22])([CH2:23][CH3:24])[CH2:25][CH3:26])[o:17][cH:18][cH:19]1)[C:28](=[O:27])[NH:29][c:30]1[cH:31][cH:32][cH:33][cH:34][cH:35]1. The reactants are O=S(C1=NC=CC=C1C(N(C)C)=O)(N)=O, OB(O)C1=CC=C(OC)C=C1. The reagents and catalysts are [F-].[Cs+], CC(=O)[O-].CC(=O)[O-].[Cu+2]. Run in ClCCCl, ClCCCl. Conditions: temperature 60 celsius, time 18 hour. The product is O=S(C1=NC=CC=C1C(N(C)C)=O)(NC2=CC=C(OC)C=C2)=O, O=S(C1=NC=CC=C1C(N(C)C)=O)(N(C2=CC=C(OC)C=C2)C3=CC=C(C=C3)OC)=O. Isolated yield 30.8%. Reported procedure: Reactions were run in 8 x 30 mm glass vial inserts in 96 well-plate Para-dox Aluminum Reaction Blocks. The reaction components were dosed according to the design shown in Figure S2 and Figure S3. First, the catalysts (2 umol per vial) and solid bases (20 umol per vial) were added by dosing 50 uL each of a stock solution in 1,2-dichloroethane (40 mM for catalysts, 0.4 M for bases) via single-channel pipette. The 1,2-dichloroethane was then removed via centrifugal evaporation using a Genevac EZ-2 ...